This data is from the Open Reaction Database (ORD), a public repository of structured organic reaction records. The task is: describe an organic reaction: reactants, conditions, products, and yield The reactants are O=C([O-])[O-], Cc1cc(C(=O)Cl)on1, CC(C)=O, [K+], [K+], Nc1ccc(C(=O)O)cc1. Yields the product Cc1cc(C(=O)Nc2ccc(C(=O)O)cc2)on1. Reaction SMILES: [C:11](=[O:12])([O-:13])[O-:14].[CH3:17][c:18]1[n:19][o:20][c:21]([C:23](=[O:24])[Cl:25])[cH:22]1.[CH3:26][C:27](=[O:28])[CH3:29].[K+:15].[K+:16].[NH2:1][c:2]1[cH:3][cH:4][c:5]([C:6](=[O:7])[OH:8])[cH:9][cH:10]1>>[NH:1]([c:2]1[cH:3][cH:4][c:5]([C:6](=[O:7])[OH:8])[cH:9][cH:10]1)[C:23]([c:21]1[o:20][n:19][c:18]([CH3:17])[cH:22]1)=[O:24]. Starting materials: CN1CCNCC1, COCCO, COCCC#Cc1cc(Cl)c(Nc2ncnc3cc(OCCCCl)c(OC)cc23)c2c1OCO2. Yields the product COCCC#Cc1cc(Cl)c(Nc2ncnc3cc(OCCCN4CCN(C)CC4)c(OC)cc23)c2c1OCO2. Reaction SMILES: [CH3:35][N:36]1[CH2:37][CH2:38][NH:39][CH2:40][CH2:41]1.[CH3:42][O:43][CH2:44][CH2:45][OH:46].[Cl:1][c:2]1[c:3]([NH:17][c:18]2[n:19][cH:20][n:21][c:22]3[cH:23][c:24]([O:30][CH2:31][CH2:32][CH2:33][Cl:34])[c:25]([O:28][CH3:29])[cH:26][c:27]23)[c:4]2[c:5]([c:9]([C:11]#[C:12][CH2:13][CH2:14][O:15][CH3:16])[cH:10]1)[O:6][CH2:7][O:8]2>>[Cl:1][c:2]1[c:3]([NH:17][c:18]2[n:19][cH:20][n:21][c:22]3[cH:23][c:24]([O:30][CH2:31][CH2:32][CH2:33][N:39]4[CH2:38][CH2:37][N:36]([CH3:35])[CH2:41][CH2:40]4)[c:25]([O:28][CH3:29])[cH:26][c:27]23)[c:4]2[c:5]([c:9]([C:11]#[C:12][CH2:13][CH2:14][O:15][CH3:16])[cH:10]1)[O:6][CH2:7][O:8]2. Reactants: ClC(=O)OCC(C)C (Isobutyl chloroformate), C(C)(C)(C)OC(=O)N[C@@H](C(=O)O)CC1=CC2=CC=CC=C2C=C1 ((2R)-2-tert-Butoxycarbonylamino-3-(2-naphthyl)propionic acid), CN1CCOCC1 (N-methylmorpholine), CN1CCOCC1 (N-methylmorpholine), COC(C(C(C1=CC=CC=C1)=O)N)=O (2-amino-3-oxo-3-phenylpropionic acid methylester). Run in O1CCCC1 (tetrahydrofuran), O1CCCC1 (tetrahydrofuran). Reaction conditions: temperature -20 celsius, time 15 minute. Yields the product COC(C(C(C1=CC=CC=C1)=O)NC([C@@H](CC1=CC2=CC=CC=C2C=C1)NC(=O)OC(C)(C)C)=O)=O (2-((2R)-2-tert-Butoxycarbonylamino-3-(2-naphthyl)propionylamino)-3-oxo-3-phenylpropionic acid methylester). Isolated yield 72.4%. Reaction SMILES: [C:1]([O:5][C:6]([NH:8][C@H:9]([CH2:13][C:14]1[CH:23]=[CH:22][C:21]2[C:16](=[CH:17][CH:18]=[CH:19][CH:20]=2)[CH:15]=1)[C:10](O)=[O:11])=[O:7])([CH3:4])([CH3:3])[CH3:2].CN1CCOCC1.ClC(OCC(C)C)=O.[CH3:39][O:40][C:41](=[O:52])[CH:42]([NH2:51])[C:43](=[O:50])[C:44]1[CH:49]=[CH:48][CH:47]=[CH:46][CH:45]=1>O1CCCC1>[CH3:39][O:40][C:41](=[O:52])[CH:42]([NH:51][C:10](=[O:11])[C@H:9]([NH:8][C:6]([O:5][C:1]([CH3:3])([CH3:2])[CH3:4])=[O:7])[CH2:13][C:14]1[CH:23]=[CH:22][C:21]2[C:16](=[CH:17][CH:18]=[CH:19][CH:20]=2)[CH:15]=1)[C:43](=[O:50])[C:44]1[CH:45]=[CH:46][CH:47]=[CH:48][CH:49]=1. Reported procedure: (2R)-2-tert-Butoxycarbonylamino-3-(2-naphthyl)propionic acid (5.49 g; 17.42 mmol) was dissolved in dry tetrahydrofuran (200 ml) and N-methylmorpholine (1.92 ml; 17.42 mmol) was added. The reaction mixture was cooled to -20° C. and stirred 15 min. Isobutyl chloroformate (2.27 ml; 17.42 mmol) was dissolved in dry tetrahydrofuran (3 ml) and added dropwise to the reaction mixture at -20° C. N-methylmorpholine (1.92 ml; 17.42 mmol) and 2-amino-3-oxo-3-phenylpropionic acid methylester (4.0 g; 17.42 mm... Reported procedure: The title compound is prepared from 5-(4-methanesulfonylmethyl-phenyl)-2-piperidin-4-yl-2,3-dihydro-furo[2,3-c]pyridine and methanesulfonic acid (1-trifluoromethyl-cyclopropyl)methyl ester following a procedure analogous to that described for Example 2. LC (method 1): tR=0.95 min; Mass spectrum (ESI+): m/z=495 [M+H]+. As a reaction SMILES: [CH3:1][S:2]([CH2:5][C:6]1[CH:11]=[CH:10][C:9]([C:12]2[CH:13]=[C:14]3[CH2:20][CH:19]([CH:21]4[CH2:26][CH2:25][NH:24][CH2:23][CH2:22]4)[O:18][C:15]3=[CH:16][N:17]=2)=[CH:8][CH:7]=1)(=[O:4])=[O:3].[F:27][C:28]([F:39])([F:38])[C:29]1([CH2:32]OS(C)(=O)=O)[CH2:31][CH2:30]1>>[CH3:1][S:2]([CH2:5][C:6]1[CH:11]=[CH:10][C:9]([C:12]2[CH:13]=[C:14]3[CH2:20][CH:19]([CH:21]4[CH2:26][CH2:25][N:24]([CH2:32][C:29]5([C:28]([F:39])([F:38])[F:27])[CH2:31][CH2:30]5)[CH2:23][CH2:22]4)[O:18][C:15]3=[CH:16][N:17]=2)=[CH:8][CH:7]=1)(=[O:4])=[O:3]. The reactants are CS(=O)(=O)CC1=CC=C(C=C1)C=1C=C2C(=CN1)OC(C2)C2CCNCC2 (5-(4-methanesulfonylmethyl-phenyl)-2-piperidin-4-yl-2,3-dihydro-furo[2,3-c]pyridine), FC(C1(CC1)COS(=O)(=O)C)(F)F (methanesulfonic acid (1-trifluoromethyl-cyclopropyl)methyl ester). The product is CS(=O)(=O)CC1=CC=C(C=C1)C=1C=C2C(=CN1)OC(C2)C2CCN(CC2)CC2(CC2)C(F)(F)F (5-(4-Methanesulfonylmethyl-phenyl)-2-{1-[(1-trifluoromethyl-cyclopropyl)methyl]-piperidin-4-yl}-2,3-dihydrofuro[2,3-c]pyridine). Reactants: C[Si](CCOCNC(=O)C1=NNC(=N1)C=1C=C(C=CC1)C1=C(C=CC=C1)C1=CC=CC=C1)(C)C (2-Trimethylsilylethoxymethyl-5-[2′-(Phenyl)biphenyl-3-yl]-1,2,4-triazole-3-carboxamide), solution. The solvent is C(C)#N (acetonitrile), O (water). Run at time 6 hour. The product is C1(=CC=CC=C1)C1=C(C=CC=C1)C1=CC(=CC=C1)C=1N=C(NN1)C(=O)N (5-[2′-(Phenyl)biphenyl-3-yl]2H-1,2,4-triazole-3-carboxamide). As a reaction SMILES: C[Si](C)(C)CCOC[NH:7][C:8]([C:10]1[N:14]=[C:13]([C:15]2[CH:16]=[C:17]([C:21]3[CH:26]=[CH:25][CH:24]=[CH:23][C:22]=3[C:27]3[CH:32]=[CH:31][CH:30]=[CH:29][CH:28]=3)[CH:18]=[CH:19][CH:20]=2)[NH:12][N:11]=1)=[O:9]>C(#N)C.O>[C:27]1([C:22]2[CH:23]=[CH:24][CH:25]=[CH:26][C:21]=2[C:17]2[CH:18]=[CH:19][CH:20]=[C:15]([C:13]3[N:14]=[C:10]([C:8]([NH2:7])=[O:9])[NH:11][N:12]=3)[CH:16]=2)[CH:32]=[CH:31][CH:30]=[CH:29][CH:28]=1. Procedure details: A mixture of 0.035 g of 2-Trimethylsilylethoxymethyl-5-[2′-(Phenyl)biphenyl-3-yl]-1,2,4-triazole-3-carboxamide in 3 mL of acetonitrile and 9 mL of a 50% solution of HF in water was stirred at rt for 6 hours. The reaction mixture was then concentrated and the residue was purified by chromatography (silica, CH3OH: CH2Cl2 0-5% gradient) to give the title compound. Starting materials: OC1(N(C(C=2C1=NC=CC2)=O)CCCC)C2=CC(=CC=C2)Cl (7-hydroxy-7-(3-chlorophenyl)-6-(n-butyl)-6,7-dihydropyrrolo[3,4-b]pyridin-5-one), Cl (hydrochloric acid), O (water). Product: OC1(OC(C=2C1=NC=CC2)=O)C2=CC(=CC=C2)Cl (7-hydroxy-7-(3-chlorophenyl)-7H-furo[3,4-b]pyridin-5-one). Reaction SMILES: [OH:1][C:2]1([C:16]2[CH:21]=[CH:20][CH:19]=[C:18]([Cl:22])[CH:17]=2)[C:6]2=[N:7][CH:8]=[CH:9][CH:10]=[C:5]2[C:4](=[O:11])N1CCCC.Cl.[OH2:24]>>[OH:24][C:2]1([C:16]2[CH:21]=[CH:20][CH:19]=[C:18]([Cl:22])[CH:17]=2)[C:6]2=[N:7][CH:8]=[CH:9][CH:10]=[C:5]2[C:4](=[O:11])[O:1]1. Reported procedure: To the 7-hydroxy-7-(3-chlorophenyl)-6-(n-butyl)-6,7-dihydropyrrolo[3,4-b]pyridin-5-one was added 500 mL of water, 250 mL of concentrated hydrochloric acid and the mixture was heated under reflux for 24 hours. The solution was then filtered, cooled and made basic with sodium hydroxide. An ethyl acetate extraction removed unhydrolyzed starting material and the pH of the resulting aqueous fraction was adjusted to pH 2 with hydrochloric acid. The resulting aqueous fraction was extracted twice with e... The reactants are N[C@@H]([C@H](O)C)C(=O)O (L-threonine), 1-[2-(mercaptomethyl)3-mercaptopropanoyl]-L-threonine, N1[C@H](C(=O)O)CCC1 (L-proline), C(C)(=O)SCC(C(=O)N[C@@H]([C@H](O)C)C(=O)O)CSC(C)=O (N-[2-(acetylthiomethyl)-3-(acetylthio)propanoyl]-L-threonine). Yields the product SCC(C(=O)N[C@@H]([C@H](O)C)C(=O)O)CS (N-[2-(Mercaptomethyl)-3-mercaptopropanoyl]-L-threonine). As a reaction SMILES: N[C@H](C(O)=O)[C@@H](C)O.N1CCC[C@H]1C(O)=O.C([S:20][CH2:21][CH:22]([CH2:33][S:34]C(=O)C)[C:23]([NH:25][C@H:26]([C:30]([OH:32])=[O:31])[C@@H:27]([CH3:29])[OH:28])=[O:24])(=O)C>>[SH:20][CH2:21][CH:22]([CH2:33][SH:34])[C:23]([NH:25][C@H:26]([C:30]([OH:32])=[O:31])[C@@H:27]([CH3:29])[OH:28])=[O:24]. Procedure: By substituting L-threonine for the L-proline in the procedure of Example 3B, and then submitting the product to the procedure of Example 4, N-[2-(acetylthiomethyl)-3-(acetylthio)propanoyl]-L-threonine and 1-[2-(mercaptomethyl)3-mercaptopropanoyl]-L-threonine are obtained.